This data is from the Open Reaction Database (ORD), a public repository of structured organic reaction records. The task is: describe an organic reaction: reactants, conditions, products, and yield Starting materials: [B-](F)(F)(F)F.[B-](F)(F)(F)F.C1C[N+]2(CC[N+]1(CC2)CCl)F (Selectfluor), C(C)#N (acetonitrile), C(C)C([C@@H](CO)NS(=O)(=O)C=1SC(=CC1)[Sn](C)(C)C)CC (N-[(1S)-2-ethyl-1-(hydroxymethyl)butyl]-5-(trimethylstannyl)thiophene-2-sulfonamide). The solvent is C(C)(=O)OCC (ethyl acetate). Reaction conditions: temperature 75 celsius, time 16 hour. The product is C(C)C([C@@H](CO)NS(=O)(=O)C=1SC=CC1)CC (N-[(S)-2-Ethyl-1-(hydroxymethyl)butyl]thiophene-2-sulfonamide), product. Isolated yield 33.0%. Reaction SMILES: C(#N)C.[CH2:4]([CH:6]([CH2:23][CH3:24])[C@H:7]([NH:10][S:11]([C:14]1[S:15][C:16]([Sn](C)(C)C)=[CH:17][CH:18]=1)(=[O:13])=[O:12])[CH2:8][OH:9])[CH3:5].[B-](F)(F)(F)F.[B-](F)(F)(F)F.C1[N+]2(CCl)CC[N+](F)(CC2)C1>C(OCC)(=O)C>[CH2:23]([CH:6]([CH2:4][CH3:5])[C@H:7]([NH:10][S:11]([C:14]1[S:15][CH:16]=[CH:17][CH:18]=1)(=[O:12])=[O:13])[CH2:8][OH:9])[CH3:24] |f:2.3.4|. Procedure: To a stirred mixture of anhydrous acetonitrile (6 mL) and N-[(1S)-2-ethyl-1-(hydroxymethyl)butyl]-5-(trimethylstannyl)thiophene-2-sulfonamide (0.24 g, 0.56 mmol) was added Selectfluor (Aldrich) (0.204 g, 0.57 mmol) all at once. The mixture was heated to 75° C. under a nitrogen atmosphere, stirred 16 h and then cooled to 25° C. and filtered. Evaporation of the solvent produced a crude solid that was taken up in ethyl acetate and again filtered to remove insoluble solids. Evaporation of the remain... Reactants: FC1=CC2=C(N=C(S2)C=2C(=NC=C(C2)C=2C=NN(C2)C2CCNCC2)N)C=C1 (3-(6-fluorobenzothiazol-2-yl)-5-(1-piperidin-4-yl-1H-pyrazol-4-yl)-pyridin-2-ylamine), ClC=1SC2=C(N1)C=C(C=C2)Cl (2,5-dichloro-1,3-benzothiazole). The product is ClC=1C=CC2=C(N=C(S2)C=2C(=NC=C(C2)C=2C=NN(C2)C2CCNCC2)N)C1 (3-(5-Chlorobenzothiazol-2-yl)-5-(1-piperidin-4-yl-1H-pyrazol-4-yl)-pyridin-2-ylamine). Reaction SMILES: F[C:2]1[CH:28]=[CH:27][C:5]2[N:6]=[C:7]([C:9]3[C:10]([NH2:26])=[N:11][CH:12]=[C:13]([C:15]4[CH:16]=[N:17][N:18]([CH:20]5[CH2:25][CH2:24][NH:23][CH2:22][CH2:21]5)[CH:19]=4)[CH:14]=3)[S:8][C:4]=2[CH:3]=1.[Cl:29]C1SC2C=CC(Cl)=CC=2N=1>>[Cl:29][C:28]1[CH:2]=[CH:3][C:4]2[S:8][C:7]([C:9]3[C:10]([NH2:26])=[N:11][CH:12]=[C:13]([C:15]4[CH:16]=[N:17][N:18]([CH:20]5[CH2:25][CH2:24][NH:23][CH2:22][CH2:21]5)[CH:19]=4)[CH:14]=3)=[N:6][C:5]=2[CH:27]=1. Procedure details: Same procedure as 3-(6-fluorobenzothiazol-2-yl)-5-(1-piperidin-4-yl-1H-pyrazol-4-yl)-pyridin-2-ylamine except using 2,5-dichloro-1,3-benzothiazole in place of 2-chloro-6-fluorobenzothiazole to afford the title compound as a yellow solid. 1H NMR (400 MHz, DMSO-d6): δ=2.10-2.22 (m, 2H), 2.22-2.30 (m, 2H), 3.12 (q, J=11.1 Hz, 2H), 3.42 (d, J=12.4 Hz, 2H), 4.47-4.55 (m, 1H), 7.56 (d, J=8.4 Hz, 1H), 8.03 (s, 1H), 8.19-8.24 (m, 2H), 8.26 (br. s., 1H), 8.35 (s, 1H), 8.52 (s, 1H), MS (ES+): m/z=411.09/4... The reactants are Cn1c(C#N)ccc1-c1ccc2c(c1)CCC2=O, Cl, NO. Yields the product Cn1c(C#N)ccc1-c1ccc2c(c1)CCC2=NO. As a reaction SMILES: [CH3:1][n:2]1[c:3]([C:17]#[N:18])[cH:4][cH:5][c:6]1-[c:7]1[cH:8][c:9]2[c:13]([cH:14][cH:15]1)[C:12](=[O:16])[CH2:11][CH2:10]2.[ClH:19].[NH2:20][OH:21]>>[CH3:1][n:2]1[c:3]([C:17]#[N:18])[cH:4][cH:5][c:6]1-[c:7]1[cH:8][c:9]2[c:13]([cH:14][cH:15]1)[C:12](=[N:20][OH:21])[CH2:11][CH2:10]2. Reactants: CCOC(C)=O, [H][H], CCCc1c(OCCCCCCc2ccc(C(C)C)c(OC)c2OC)ccc(C(=O)OCc2ccccc2)c1O. Product: CCCc1c(OCCCCCCc2ccc(C(C)C)c(OC)c2OC)ccc(C(=O)O)c1O. Reaction SMILES: [CH3:43][CH2:44][O:45][C:46](=[O:47])[CH3:48].[H:41][H:42].[c:1]1([CH2:2][O:8][C:9]([c:10]2[c:11]([OH:39])[c:12]([CH2:36][CH2:37][CH3:38])[c:13]([O:16][CH2:17][CH2:18][CH2:19][CH2:20][CH2:21][CH2:22][c:23]3[c:24]([O:34][CH3:35])[c:25]([O:32][CH3:33])[c:26]([CH:29]([CH3:30])[CH3:31])[cH:27][cH:28]3)[cH:14][cH:15]2)=[O:40])[cH:3][cH:4][cH:5][cH:6][cH:7]1>>[O:8]=[C:9]([c:10]1[c:11]([OH:39])[c:12]([CH2:36][CH2:37][CH3:38])[c:13]([O:16][CH2:17][CH2:18][CH2:19][CH2:20][CH2:21][CH2:22][c:23]2[c:24]([O:34][CH3:35])[c:25]([O:32][CH3:33])[c:26]([CH:29]([CH3:30])[CH3:31])[cH:27][cH:28]2)[cH:14][cH:15]1)[OH:40]. Starting materials: C1(C=2C(C(N1)=O)=CC=CC2)=O.[K] (potassium phthalimide), Br.BrCCCCN1C=NC=C1 (N-(4-bromobutyl)imidazole hydrobromide). Conditions: time 3 hour. The product is N1(C=NC=C1)CCCCN1C(C2=CC=CC=C2C1=O)=O (2-[4-(1H-imidazol-1-yl)butyl]-1H-isoindole-1,3(2H)-dione). Procedure details: A mixture of 0.02 mole of potassium phthalimide, 0.01 mole of N-(4-bromobutyl)imidazole hydrobromide and 100 ml. of dimethyl formamide was gradually heated to 80° C. and held at this temperature for 3 hours. The solvent was removed in vacuo and the residue was purified by HPLC using ethyl acetate and a silica gel column. RXN SMILES: [C:1]1(=[O:11])[NH:5][C:4](=[O:6])[C:3]2=[CH:7][CH:8]=[CH:9][CH:10]=[C:2]12.[K].Br.Br[CH2:15][CH2:16][CH2:17][CH2:18][N:19]1[CH:23]=[CH:22][N:21]=[CH:20]1>CN(C)C=O>[N:19]1([CH2:18][CH2:17][CH2:16][CH2:15][N:5]2[C:1](=[O:11])[C:2]3[C:3](=[CH:7][CH:8]=[CH:9][CH:10]=3)[C:4]2=[O:6])[CH:23]=[CH:22][N:21]=[CH:20]1 |f:0.1,2.3,^1:11|. The solvent is CN(C=O)C (dimethyl formamide). The reactants are Fc1ccc(F)c(CBr)c1CBr, CN(C)C=O, [H-], [Na+], Cc1ccc(S(N)(=O)=O)cc1. The product is Cc1ccc(S(=O)(=O)N2Cc3c(F)ccc(F)c3C2)cc1. As a reaction SMILES: [Br:14][CH2:15][c:16]1[c:17]([F:25])[cH:18][cH:19][c:20]([F:24])[c:21]1[CH2:22][Br:23].[CH3:26][N:27]([CH3:28])[CH:29]=[O:30].[H-:12].[Na+:13].[c:1]1([CH3:11])[cH:2][cH:3][c:4]([S:7](=[O:8])(=[O:9])[NH2:10])[cH:5][cH:6]1>>[c:1]1([CH3:11])[cH:2][cH:3][c:4]([S:7](=[O:8])(=[O:9])[N:10]2[CH2:15][c:16]3[c:17]([F:25])[cH:18][cH:19][c:20]([F:24])[c:21]3[CH2:22]2)[cH:5][cH:6]1. The reactants are C(C)(=O)OCC (ethyl acetate), C(O)([O-])=O.[Na+] (sodium hydrogencarbonate), IC=1C=CC2=C(NC(=N2)CNC(OC(C)(C)C)=O)C1 (tert-butyl ((6-iodo-1H-benzo[d]imidazol-2-yl)methyl)carbamate), C[Si](C)(C)C#C (trimethylsilylacetylene). Reagents/catalysts: Cl[Pd]([P](C1=CC=CC=C1)(C2=CC=CC=C2)C3=CC=CC=C3)([P](C4=CC=CC=C4)(C5=CC=CC=C5)C6=CC=CC=C6)Cl (bis(triphenylphosphine)palladium(II) dichloride), [Cu]I (copper(I) iodide). The solvent is O1CCCC1 (tetrahydrofuran), C(C)N(CC)CC (triethylamine). Run at time 3 hour. Product: C[Si](C)(C)C#CC=1C=CC2=C(NC(=N2)CNC(OC(C)(C)C)=O)C1 (tert-butyl ((6-((trimethylsilyl)ethynyl)-1H-benzo[d]imidazol-2-yl)methyl)carbamate). Reaction SMILES: I[C:2]1[CH:3]=[CH:4][C:5]2[N:9]=[C:8]([CH2:10][NH:11][C:12](=[O:18])[O:13][C:14]([CH3:17])([CH3:16])[CH3:15])[NH:7][C:6]=2[CH:19]=1.C(OCC)(=O)C.C(=O)([O-])O.[Na+].[CH3:31][Si:32]([C:35]#[CH:36])([CH3:34])[CH3:33]>O1CCCC1.C(N(CC)CC)C.Cl[Pd](Cl)([P](C1C=CC=CC=1)(C1C=CC=CC=1)C1C=CC=CC=1)[P](C1C=CC=CC=1)(C1C=CC=CC=1)C1C=CC=CC=1.[Cu]I>[CH3:31][Si:32]([C:35]#[C:36][C:2]1[CH:3]=[CH:4][C:5]2[N:9]=[C:8]([CH2:10][NH:11][C:12](=[O:18])[O:13][C:14]([CH3:17])([CH3:16])[CH3:15])[NH:7][C:6]=2[CH:19]=1)([CH3:34])[CH3:33] |f:2.3,^1:51,70|. Procedure details: To a suspension of tert-butyl ((6-iodo-1H-benzo[d]imidazol-2-yl)methyl)carbamate (G4, 216 mg), bis(triphenylphosphine)palladium(II) dichloride (40 mg) and copper(I) iodide (22 mg) in tetrahydrofuran (2 mL), triethylamine (243 μL) and trimethylsilylacetylene (96 μL) were added at room temperature, and the mixture was stirred at the same temperature for 3 hours. To the reaction mixture, ethyl acetate and saturated aqueous sodium hydrogencarbonate were added. The organic layer was separated, washed... Reactants: BrBr (bromine), C1(=CC=CC=C1)C=1C2=C(SC1C(=O)OC)C=CC=C2 (methyl 3-phenylbenzo [b]thiophene-2-carboxylate), S([O-])(O)=O.[Na+] (sodium bisulfite). Run in C(C)(=O)O (acetic acid). The product is BrC1=CC2=C(SC(=C2C2=CC=CC=C2)C(=O)OC)C=C1 (Methyl 5-bromo-3-phenylbenzo[ b]thiophene-2-carboxylate). Reaction SMILES: [Br:1]Br.[C:3]1([C:9]2[C:10]3[CH:21]=[CH:20][CH:19]=[CH:18][C:11]=3[S:12][C:13]=2[C:14]([O:16][CH3:17])=[O:15])[CH:8]=[CH:7][CH:6]=[CH:5][CH:4]=1.S(=O)(O)[O-].[Na+]>C(O)(=O)C>[Br:1][C:20]1[CH:19]=[CH:18][C:11]2[S:12][C:13]([C:14]([O:16][CH3:17])=[O:15])=[C:9]([C:3]3[CH:4]=[CH:5][CH:6]=[CH:7][CH:8]=3)[C:10]=2[CH:21]=1 |f:2.3|. Procedure details: Add 29.3 g. bromine (10 ml; 0.37 mole) to 8.0 g. (0.03 mole) of methyl 3-phenylbenzo [b]thiophene-2-carboxylate in 100 ml. of acetic acid and stir the mixture overnight at room temperature. Add a saturated solution of sodium bisulfite. Decant the supernatant and wash the oil with water. Triturate with methanol. Recrystallize from methanol to yield the title compound; m.p. 125°-126°. Starting materials: ClC1=CC(=CC=C1)C(=O)OO (m-chloroperbenzoic acid), ClC=1C=C(C(=O)NC2(C(N(C3=CC=CC=C23)CCCSC)=O)CCC(=O)OCC)C=CC1Cl (ethyl 3-[3-(3,4-dichlorobenzoylamino)-2,3-dihydro-1-(3-methylthiopropyl)-2-oxo-1H-indol-3-yl]propionate). Solvent: C(Cl)(Cl)Cl (chloroform). Run at time 8 hour. Product: ClC=1C=C(C(=O)NC2(C(N(C3=CC=CC=C23)CCCS(=O)C)=O)CCC(=O)OCC)C=CC1Cl (ethyl 3-[3-(3,4-dichlorobenzoylamino)-2,3-dihydro-1-(3-methylsulfinylpropyl)-2-oxo-1H-indol-3-yl]propionate), sulfinyl. As a reaction SMILES: ClC1C=CC=C(C(OO)=[O:9])C=1.[Cl:12][C:13]1[CH:14]=[C:15]([CH:41]=[CH:42][C:43]=1[Cl:44])[C:16]([NH:18][C:19]1([CH2:34][CH2:35][C:36]([O:38][CH2:39][CH3:40])=[O:37])[C:27]2[C:22](=[CH:23][CH:24]=[CH:25][CH:26]=2)[N:21]([CH2:28][CH2:29][CH2:30][S:31][CH3:32])[C:20]1=[O:33])=[O:17]>C(Cl)(Cl)Cl>[Cl:12][C:13]1[CH:14]=[C:15]([CH:41]=[CH:42][C:43]=1[Cl:44])[C:16]([NH:18][C:19]1([CH2:34][CH2:35][C:36]([O:38][CH2:39][CH3:40])=[O:37])[C:27]2[C:22](=[CH:23][CH:24]=[CH:25][CH:26]=2)[N:21]([CH2:28][CH2:29][CH2:30][S:31]([CH3:32])=[O:9])[C:20]1=[O:33])=[O:17]. Reported procedure: 1.22 g of m-chloroperbenzoic acid was added to a stirred solution of 2.05 g of ethyl 3-[3-(3,4-dichlorobenzoylamino)-2,3-dihydro-1-(3-methylthiopropyl)-2-oxo-1H-indol-3-yl]propionate in chloroform (80 ml) under ice cooling. The mixture was stirred at room temperature overnight. After removal of solvent, the residue was extracted with ethyl acetate. The extract was washed with water, dried, and evaporated to dryness under reduced pressure. The residue was separated by silica gel column chromatogr... Reactants: C1(=CC=CC=C1)[C@]1([C@@H](C1)CO)C(=O)OC(=O)[C@@]1([C@@H](C1)CO)C1=CC=CC=C1 ((1S, 2R )-1-phenyl-2-hydroxymethylcyclopropane carboxylic anhydride), O1CCCC1 (tetrahydrofuran), [Cl-].[NH4+] (ammonium chloride), O (Water), C(C)(=O)OCC (ethyl acetate). Reaction conditions: temperature -78 celsius, time 2 hour. Yields the product C(C)N(C=O)CC.C1(=CC=CC=C1)[C@@H]1[C@@H](C1)CO ((1S, 2R)-1-phenyl-2-hydroxymethylcyclopropane N,N-diethylcarboxamide). Isolated yield 88.0%. RXN SMILES: [C:1]1([C@:7]2(C(OC([C@@]3([C:22]4[CH:27]=CC=CC=4)C[C@H]3CO)=O)=O)[CH2:9][C@H:8]2[CH2:10][OH:11])[CH:6]=[CH:5][CH:4]=[CH:3][CH:2]=1.[Cl-].[NH4+:29].O.C(O[CH2:35][CH3:36])(=O)C.[O:37]1[CH2:41]CCC1>>[CH2:35]([N:29]([CH2:27][CH3:22])[CH:41]=[O:37])[CH3:36].[C:1]1([C@H:7]2[CH2:9][C@H:8]2[CH2:10][OH:11])[CH:6]=[CH:5][CH:4]=[CH:3][CH:2]=1 |f:1.2,6.7|. Procedure: 1.7 ml (16 mmol) of diethylamine was dissolved in 20 ml of anhydrous tetrahydrofuran. To the resultant solution was dropwise added 11 ml (16 mmol) of a solution of 1.64M butyllithium in hexane in a stream of argon gas at 0° C., to thereby obtain a solution of lithium diethylamine. To the obtained solution was dropwise added a solution of 1.7 g (10 mmol) of compound 25 obtained in Reference Example 17 in 20 ml of anhydrous tetrahydrofuran in a stream of argon gas at -78° C. to thereby obtain a mi...